Dataset: the Open Reaction Database (ORD), a public repository of structured organic reaction records. Task: describe an organic reaction: reactants, conditions, products, and yield Procedure details: The title compound was prepared as described in Example 682, substituting propane-2-sulfonyl chloride for benzenesulfonyl chloride and N-(imidazo[1,2-a]pyrazin-6-ylmethyl)-4-(piperidin-4-yl)benzamide for N-(imidazo[1,2-a]pyridin-7-ylmethyl)-4-(piperidin-4-yl)benzamide. 1H NMR (500 MHz, methanol-d4) δ ppm 9.21 (d, J=1.4 Hz, 1H), 8.67 (d, J=1.4 Hz, 1H), 8.22 (d, J=1.6 Hz, 1H), 8.05 (d, J=1.6 Hz, 1H), 7.89-7.82 (m, 2H), 7.40-7.35 (m, 2H), 4.85-4.79 (m, 1H), 4.75 (s, 2H), 3.96-3.85 (m, 2H), 3.12-3.0... Reactants: C1(=CC=CC=C1)S(=O)(=O)Cl (benzenesulfonyl chloride), N=1C=CN2C1C=NC(=C2)CNC(C2=CC=C(C=C2)C2CCNCC2)=O (N-(imidazo[1,2-a]pyrazin-6-ylmethyl)-4-(piperidin-4-yl)benzamide), N=1C=CN2C1C=C(C=C2)CNC(C2=CC=C(C=C2)C2CCNCC2)=O (N-(imidazo[1,2-a]pyridin-7-ylmethyl)-4-(piperidin-4-yl)benzamide). Product: N=1C=CN2C1C=NC(=C2)CNC(C2=CC=C(C=C2)C2CCN(CC2)S(=O)(=O)C(C)C)=O (N-(imidazo[1,2-a]pyrazin-6-ylmethyl)-4-[1-(propan-2-ylsulfonyl)piperidin-4-yl]benzamide). Reaction SMILES: [C:1]1([S:7](Cl)(=[O:9])=[O:8])[CH:6]=CC=C[CH:2]=1.[N:11]1[CH:12]=[CH:13][N:14]2[CH:19]=[C:18]([CH2:20][NH:21][C:22](=[O:35])[C:23]3[CH:28]=[CH:27][C:26]([CH:29]4[CH2:34][CH2:33][NH:32][CH2:31][CH2:30]4)=[CH:25][CH:24]=3)[N:17]=[CH:16][C:15]=12.N1C=CN2C=CC(CNC(=O)C3C=CC(C4CCNCC4)=CC=3)=CC=12>>[N:11]1[CH:12]=[CH:13][N:14]2[CH:19]=[C:18]([CH2:20][NH:21][C:22](=[O:35])[C:23]3[CH:24]=[CH:25][C:26]([CH:29]4[CH2:30][CH2:31][N:32]([S:7]([CH:1]([CH3:6])[CH3:2])(=[O:9])=[O:8])[CH2:33][CH2:34]4)=[CH:27][CH:28]=3)[N:17]=[CH:16][C:15]=12. The reactants are Cl (hydrochloric acid), C(C)OC1=NN(C=C1CC(=O)OCC)CC1=CC=C(C=C1)OCC=1N=C(OC1C)C1=CC=CC=C1 (ethyl 3-ethoxy-1-[4-(5-methyl-2-phenyl-4-oxazolylmethoxy)benzyl]-1H-pyrazol-4-ylacetate), [OH-].[Na+] (sodium hydroxide), O1CCCC1 (tetrahydrofuran). Run in C(C)O (ethanol). Conditions: time 2 hour. Yields the product C(C)OC1=NN(C=C1CC(=O)O)CC1=CC=C(C=C1)OCC=1N=C(OC1C)C1=CC=CC=C1 (3-ethoxy-1-[4-(5-methyl-2-phenyl-4-oxazolylmethoxy)benzyl]-1H-pyrazol-4-ylacetic acid). The yield is 86.3%. RXN SMILES: [CH2:1]([O:3][C:4]1[C:8]([CH2:9][C:10]([O:12]CC)=[O:11])=[CH:7][N:6]([CH2:15][C:16]2[CH:21]=[CH:20][C:19]([O:22][CH2:23][C:24]3[N:25]=[C:26]([C:30]4[CH:35]=[CH:34][CH:33]=[CH:32][CH:31]=4)[O:27][C:28]=3[CH3:29])=[CH:18][CH:17]=2)[N:5]=1)[CH3:2].[OH-].[Na+].O1CCCC1.Cl>C(O)C>[CH2:1]([O:3][C:4]1[C:8]([CH2:9][C:10]([OH:12])=[O:11])=[CH:7][N:6]([CH2:15][C:16]2[CH:17]=[CH:18][C:19]([O:22][CH2:23][C:24]3[N:25]=[C:26]([C:30]4[CH:35]=[CH:34][CH:33]=[CH:32][CH:31]=4)[O:27][C:28]=3[CH3:29])=[CH:20][CH:21]=2)[N:5]=1)[CH3:2] |f:1.2|. Procedure details: After a mixture of ethyl 3-ethoxy-1-[4-(5-methyl-2-phenyl-4-oxazolylmethoxy)benzyl]-1H-pyrazol-4-ylacetate (618 mg), 1N aqueous sodium hydroxide solution (3 ml), tetrahydrofuran (6 ml) and ethanol (6 ml) was stirred at room temperature for 2 hours, 1 N hydrochloric acid (3 ml) was added to the mixture, and then the mixture was extracted with ethyl acetate. The ethyl acetate layer was washed with saturated aqueous sodium chloride solution, dried (MgSO4) and concentrated. The resulting colorless c... Reactants: C1CCOC1 (THF), BrC1=CC(=C(C=C1)C1=CC(=CC(=C1)F)F)F (4-bromo-2,3′,5′-trifluoro-1,1′-biphenyl), C(=O)=O (CO2). Solvent: Cl (HCl). Yields the product FC1=C(C=CC(=C1)C(=O)O)C1=CC(=CC(=C1)F)F (2,3′,5′-trifluoro-1,1′-biphenyl-4-carboxylic acid). Reaction SMILES: C1COCC1.Br[C:7]1[CH:12]=[CH:11][C:10]([C:13]2[CH:18]=[C:17]([F:19])[CH:16]=[C:15]([F:20])[CH:14]=2)=[C:9]([F:21])[CH:8]=1.[C:22](=[O:24])=[O:23]>Cl>[F:21][C:9]1[CH:8]=[C:7]([C:22]([OH:24])=[O:23])[CH:12]=[CH:11][C:10]=1[C:13]1[CH:18]=[C:17]([F:19])[CH:16]=[C:15]([F:20])[CH:14]=1. Reported procedure: In a reactor under an N2-atmosphere, 100 ml of a 1.3M THF solution of isopropyl magnesium chloride/lithium chloride complex (130 mmol) was added and then stirred at room temperature, 28.7 g (100 mmol) of 4-bromo-2,3′,5′-trifluoro-1,1′-biphenyl was slowly added, and then the mixture was stirred at room temperature for 2 hours. Next, while the mixture was cooled to 5-15° C. by an ice bath, dried CO2 gas was blown in without heat generation. The reaction solution was poured in 200 ml of 2N HCl(aq) ... The reactants are Brc1cnc2c(c1)CC1(CN3CCC1CC3)O2, CCCC[Sn](CCCC)(CCCC)c1cncs1, Cc1ccccc1, c1ccc(P(c2ccccc2)(c2ccccc2)[Pd](P(c2ccccc2)(c2ccccc2)c2ccccc2)(P(c2ccccc2)(c2ccccc2)c2ccccc2)P(c2ccccc2)(c2ccccc2)c2ccccc2)cc1. Yields the product c1ncc(-c2cnc3c(c2)CC2(CN4CCC2CC4)O3)s1. As a reaction SMILES: [Br:1][c:2]1[cH:3][c:4]2[c:5]([n:6][cH:7]1)[O:8][C:9]1([CH2:10][N:11]3[CH2:12][CH2:13][CH:14]1[CH2:15][CH2:16]3)[CH2:17]2.[CH2:18]([Sn:19]([CH2:20][CH2:21][CH2:22][CH3:28])([c:23]1[cH:24][n:25][cH:26][s:27]1)[CH2:29][CH2:30][CH2:31][CH3:32])[CH2:33][CH2:34][CH3:35].[CH3:36][c:37]1[cH:38][cH:39][cH:40][cH:41][cH:42]1.[cH:43]1[cH:44][cH:45][c:46]([P:47]([Pd:48]([P:49]([c:50]2[cH:51][cH:52][cH:53][cH:54][cH:55]2)([c:56]2[cH:57][cH:58][cH:59][cH:60][cH:61]2)[c:62]2[cH:63][cH:64][cH:65][cH:66][cH:67]2)([P:68]([c:69]2[cH:70][cH:71][cH:72][cH:73][cH:74]2)([c:75]2[cH:76][cH:77][cH:78][cH:79][cH:80]2)[c:81]2[cH:82][cH:83][cH:84][cH:85][cH:86]2)[P:87]([c:88]2[cH:89][cH:90][cH:91][cH:92][cH:93]2)([c:94]2[cH:95][cH:96][cH:97][cH:98][cH:99]2)[c:100]2[cH:101][cH:102][cH:103][cH:104][cH:105]2)([c:106]2[cH:107][cH:108][cH:109][cH:110][cH:111]2)[c:112]2[cH:113][cH:114][cH:115][cH:116][cH:117]2)[cH:118][cH:119]1>>[c:2]1(-[c:23]2[cH:24][n:25][cH:26][s:27]2)[cH:3][c:4]2[c:5]([n:6][cH:7]1)[O:8][C:9]1([CH2:10][N:11]3[CH2:12][CH2:13][CH:14]1[CH2:15][CH2:16]3)[CH2:17]2. Reactants: Cl (HCl), B (borane), C(C1=CC=CC=C1)SC1=C(C(=O)NCC(CNC(C2=C(C=CC=C2)SCC2=CC=CC=C2)=O)(CC2=CC=C(C=C2)[N+](=O)[O-])C)C=CC=C1 (N,N'-bis[2-(benzylthio)benzoyl]-2-methyl-2-(4-nitrobenzyl)-1,3-propane diamine). Yields the product C(C1=CC=CC=C1)SC1=C(CNCC(CNCC2=C(C=CC=C2)SCC2=CC=CC=C2)(CC2=CC=C(C=C2)[N+](=O)[O-])C)C=CC=C1 (N,N'-bis[2-(benzylthio)benzyl]-2-methyl-2-(4-nitrobenzyl)-1.3-propane diamine). The solvent is O (water), C1CCOC1 (THF), C1CCOC1 (THF). As a reaction SMILES: B.[CH2:2]([S:9][C:10]1[CH:49]=[CH:48][CH:47]=[CH:46][C:11]=1[C:12]([NH:14][CH2:15][C:16]([CH3:45])([CH2:35][C:36]1[CH:41]=[CH:40][C:39]([N+:42]([O-:44])=[O:43])=[CH:38][CH:37]=1)[CH2:17][NH:18][C:19](=O)[C:20]1[CH:25]=[CH:24][CH:23]=[CH:22][C:21]=1[S:26][CH2:27][C:28]1[CH:33]=[CH:32][CH:31]=[CH:30][CH:29]=1)=O)[C:3]1[CH:8]=[CH:7][CH:6]=[CH:5][CH:4]=1.Cl>C1COCC1.O>[CH2:2]([S:9][C:10]1[CH:49]=[CH:48][CH:47]=[CH:46][C:11]=1[CH2:12][NH:14][CH2:15][C:16]([CH3:45])([CH2:35][C:36]1[CH:41]=[CH:40][C:39]([N+:42]([O-:44])=[O:43])=[CH:38][CH:37]=1)[CH2:17][NH:18][CH2:19][C:20]1[CH:25]=[CH:24][CH:23]=[CH:22][C:21]=1[S:26][CH2:27][C:28]1[CH:29]=[CH:30][CH:31]=[CH:32][CH:33]=1)[C:3]1[CH:4]=[CH:5][CH:6]=[CH:7][CH:8]=1. Procedure details: 27.6 ml of a 1M borane solution in THF was added dropwise to a solution of 2,98 g [69] (4.6 mmol) in 10 ml THF at 0° C., reflux-heated for two hours, cooled and 10 ml of a 1:1 mixture of HCl in water was added and the solvlent was removed in a rotary evaporator. After neutralising with 1N NaOH the mixture was extracted with dichloromethane, and dried over sodium sulphate and the solvent was removed, leaving a faintly yellow oil. Reactants: Cl.N[C@H](C(=O)N[C@H](C)C1=CC=CC=C1)C(C)(C)C ((2S)-amino-3,3-dimethyl-N-[(1R)-1-phenylethyl]butanamide hydrochloride), Cl.CN(C)CCCN=C=NCC (N-(Dimethylaminopropyl)-N′-ethylcarbodiimide hydrochloride), C(=O)(O)[C@@H]([C@@H](C(=O)OC)OCC)C=CC (methyl (2S, 3R)-3-carboxy-2-ethoxy-hex-4-enoate), ON1N=NC2=C1N=CC=C2 (1-hydroxy-7-azabenzotriazole), C(C)(C)N(CC)C(C)C (diisopropylethylamine). The solvent is CN(C=O)C (dimethylformamide). Reaction conditions: time 1 hour. Yields the product CC([C@@H](C(=O)N[C@H](C)C1=CC=CC=C1)NC(=O)[C@@H]([C@@H](C(=O)OC)OCC)CC=C)(C)C (methyl (2S,3R)-3-({[(1S)-2,2-dimethyl-1-({[(1R)-1-phenylethyl]amino}carbonyl)propyl]amino}carbonyl)-2-ethoxy-hex-5-enoate). Yield: 43.1%. As a reaction SMILES: Cl.CN(CCCN=C=NCC)C.[C:13]([C@H:16]([CH:25]=[CH:26][CH3:27])[C@H:17]([O:22][CH2:23][CH3:24])[C:18]([O:20][CH3:21])=[O:19])([OH:15])=O.ON1C2N=CC=CC=2N=N1.Cl.[NH2:39][C@@H:40]([C:52]([CH3:55])([CH3:54])[CH3:53])[C:41]([NH:43][C@@H:44]([C:46]1[CH:51]=[CH:50][CH:49]=[CH:48][CH:47]=1)[CH3:45])=[O:42].C(N(C(C)C)CC)(C)C>CN(C)C=O>[CH3:54][C:52]([CH3:53])([CH3:55])[C@H:40]([NH:39][C:13]([C@H:16]([CH2:25][CH:26]=[CH2:27])[C@H:17]([O:22][CH2:23][CH3:24])[C:18]([O:20][CH3:21])=[O:19])=[O:15])[C:41]([NH:43][C@@H:44]([C:46]1[CH:47]=[CH:48][CH:49]=[CH:50][CH:51]=1)[CH3:45])=[O:42] |f:0.1,4.5|. Reported procedure: N-(Dimethylaminopropyl)-N′-ethylcarbodiimide hydrochloride (214 mg, 1.12 mmol) was added to a stirred mixture of methyl (2S, 3R)-3-carboxy-2-ethoxy-hex-4-enoate (Preparation 7) (210 mg, 0.97 mmol) and 1-hydroxy-7-azabenzotriazole (139 mg, 1.02 mmol) in anhydrous dimethylformamide (4 mL) under nitrogen at 0° C. After 1 h, (2S)-amino-3,3-dimethyl-N-[(1R)-1-phenylethyl]butanamide hydrochloride (Preparation 1)(276 mg, 1.02 mmol) was added, followed by diisopropylethylamine (0.18 μL, 1.02 mmol). Afte...